Dataset: the Open Reaction Database (ORD), a public repository of structured organic reaction records. Task: describe an organic reaction: reactants, conditions, products, and yield Starting materials: NCCCCN(CC1=NC=C(C=C1C)C)CC1=NC=CC=C1C(C)(C)OC(C)=O (acetic acid 1-(2-{[(4-amino-butyl)-(3,5-dimethyl-pyridin-2-ylmethyl)-amino]-methyl}-pyridin-3-yl)-1-methyl-ethyl ester), OC1=C(C(=O)O)C=CC=N1 (2-hydroxynicotinic acid), CCN=C=NCCCN(C)C (EDCI), C=1C=CC2=C(C1)N=NN2O (HOBT), CCN(C(C)C)C(C)C (DIPEA). Reagents/catalysts: CN(C)C=1C=CN=CC1 (DMAP). Run in CN(C)C=O (DMF), CO (MeOH), C(Cl)Cl (CH2Cl2). Yields the product [NH4+].[OH-] (NH4OH), CC=1C(=NC=C(C1)C)CN(CCCCNC(=O)C=1C=NC(=CC1)O)CC1=NC=CC=C1C(C)(C)OC(C)=O (acetic acid 1-{2-[((3,5-dimethyl-pyridin-2-ylmethyl)-{4-[(6-hydroxy-pyridine-3-carbonyl)-amino]-butyl}-amino)-methyl]-pyridin-3-yl}-1-methyl-ethyl ester). Yield: 38.1%. RXN SMILES: [NH2:1][CH2:2][CH2:3][CH2:4][CH2:5][N:6]([CH2:16][C:17]1[C:22]([C:23]([O:26][C:27](=[O:29])[CH3:28])([CH3:25])[CH3:24])=[CH:21][CH:20]=[CH:19][N:18]=1)[CH2:7][C:8]1[C:13]([CH3:14])=[CH:12][C:11]([CH3:15])=[CH:10][N:9]=1.O[C:31]1[N:39]=[CH:38][CH:37]=[CH:36][C:32]=1[C:33](O)=[O:34].CCN=C=NCCCN(C)C.C1C=CC2N([OH:60])N=NC=2C=1.CCN(C(C)C)C(C)C>CN(C=O)C.CN(C1C=CN=CC=1)C.CO.C(Cl)Cl>[NH4+:1].[OH-:26].[CH3:14][C:13]1[C:8]([CH2:7][N:6]([CH2:16][C:17]2[C:22]([C:23]([O:26][C:27](=[O:29])[CH3:28])([CH3:25])[CH3:24])=[CH:21][CH:20]=[CH:19][N:18]=2)[CH2:5][CH2:4][CH2:3][CH2:2][NH:1][C:33]([C:32]2[CH:31]=[N:39][C:38]([OH:60])=[CH:37][CH:36]=2)=[O:34])=[N:9][CH:10]=[C:11]([CH3:15])[CH:12]=1 |f:9.10|. Procedure details: Using General Procedure G: A solution of acetic acid 1-(2-{[(4-amino-butyl)-(3,5-dimethyl-pyridin-2-ylmethyl)-amino]-methyl}-pyridin-3-yl)-1-methyl-ethyl ester (0.22 g, 0.55 mmol) in DMF (5.5 mL) was treated with 2-hydroxynicotinic acid (100 mg, 0.72 mmol), EDCI (137 mg, 0.72 mmol), HOBT (97 mg, 0.72 mmol), DMAP (—mg, 0.11 mmol), and DIPEA (0.19 mL, 1.1 mmol) at room temperature for 5 hours. Radial chromatography on a silica gel plate (20:1:1 CH2Cl2:MeOH:NH4OH) afforded acetic acid 1-{2-[((3,5-d... The reactants are C([O-])([O-])=O.[NH4+].[NH4+] (ammonium carbonate), OS(=O)(=O)O.O=S(=O)=O (oleum), [N+](=O)(O)[O-] (nitric acid), CC1=[N+](C=C(C=C1C)F)[O-] (2,3-dimethyl-5-fluoropyridine-N-oxide). Run in S(O)(O)(=O)=O (sulphuric acid). Run at time 1.5 hour. Product: CC1=[N+](C=C(C(=C1C)[N+](=O)[O-])F)[O-] (2,3-dimethyl-4-nitro-5-fluoro-pyridine-N-oxide). As a reaction SMILES: OS(O)(=O)=O.O=S(=O)=O.[N+:10]([O-:13])(O)=[O:11].[CH3:14][C:15]1[C:20]([CH3:21])=[CH:19][C:18]([F:22])=[CH:17][N+:16]=1[O-:23].C(=O)([O-])[O-].[NH4+].[NH4+]>S(=O)(=O)(O)O>[CH3:14][C:15]1[C:20]([CH3:21])=[C:19]([N+:10]([O-:13])=[O:11])[C:18]([F:22])=[CH:17][N+:16]=1[O-:23] |f:0.1,4.5.6|. Reported procedure: A nitration mixture of 30% oleum (24 ml) and fuming nitric acid (40 ml) was added dropwise with cooling to a solution of 2,3-dimethyl-5-fluoropyridine-N-oxide (6.64 g) in concentrated sulphuric acid (24 ml) at 10°-15°. The solution was stirred at room temperature for 1.5 hours and then 2 hours at 80°-90°. After cooling, the mixture was poured onto ice, basified (ammonium carbonate) and extracted with dichloromethane. After drying (K2CO3), the extracts were evaporated to dryness to give 2,3-dimet... The reactants are C, CCCCCN(CCCCC)CCOc1ccc(C=CC(=O)NC2CCC(C)CC2)cc1OC, CO, [Pd]. Yields the product CCCCCN(CCCCC)CCOc1ccc(CCC(=O)NC2CCC(C)CC2)cc1OC. Reaction SMILES: [C:35].[CH3:1][CH:2]1[CH2:3][CH2:4][CH:5]([NH:8][C:9]([CH:10]=[CH:11][c:12]2[cH:13][c:14]([O:32][CH3:33])[c:15]([O:18][CH2:19][CH2:20][N:21]([CH2:22][CH2:23][CH2:24][CH2:25][CH3:26])[CH2:27][CH2:28][CH2:29][CH2:30][CH3:31])[cH:16][cH:17]2)=[O:34])[CH2:6][CH2:7]1.[CH3:37][OH:38].[Pd:36]>>[CH3:1][CH:2]1[CH2:3][CH2:4][CH:5]([NH:8][C:9]([CH2:10][CH2:11][c:12]2[cH:13][c:14]([O:32][CH3:33])[c:15]([O:18][CH2:19][CH2:20][N:21]([CH2:22][CH2:23][CH2:24][CH2:25][CH3:26])[CH2:27][CH2:28][CH2:29][CH2:30][CH3:31])[cH:16][cH:17]2)=[O:34])[CH2:6][CH2:7]1. Reactants: FC=1C=CC(=C(C1)C1=C(C=NC=C1)N)OC (4-(5-fluoro-2-methoxy-phenyl)-pyridin-3-ylamine), CS(=O)(=O)C=1C=C(C(=O)O)C=C(C1)C(F)(F)F (3-methanesulfonyl-5-trifluoromethyl-benzoic acid). Product: FC=1C=CC(=C(C1)C1=C(C=NC=C1)NC(C1=CC(=CC(=C1)C(F)(F)F)S(=O)(=O)C)=O)OC (N-[4-(5-Fluoro-2-methoxy-phenyl)-pyridin-3-yl]-3-methanesulfonyl-5-trifluoromethyl-benzamide). Reaction SMILES: [F:1][C:2]1[CH:3]=[CH:4][C:5]([O:15][CH3:16])=[C:6]([C:8]2[CH:13]=[CH:12][N:11]=[CH:10][C:9]=2[NH2:14])[CH:7]=1.[CH3:17][S:18]([C:21]1[CH:22]=[C:23]([CH:27]=[C:28]([C:30]([F:33])([F:32])[F:31])[CH:29]=1)[C:24](O)=[O:25])(=[O:20])=[O:19]>>[F:1][C:2]1[CH:3]=[CH:4][C:5]([O:15][CH3:16])=[C:6]([C:8]2[CH:13]=[CH:12][N:11]=[CH:10][C:9]=2[NH:14][C:24](=[O:25])[C:23]2[CH:27]=[C:28]([C:30]([F:33])([F:31])[F:32])[CH:29]=[C:21]([S:18]([CH3:17])(=[O:20])=[O:19])[CH:22]=2)[CH:7]=1. Reported procedure: The title compound was prepared in analogy to example 90, from 4-(5-fluoro-2-methoxy-phenyl)-pyridin-3-ylamine and 3-methanesulfonyl-5-trifluoromethyl-benzoic acid (example 114, intermediate a) after a reaction time of 18 hours. The residue was purified by column chromatography eluting with a gradient of n-hexane:EtOAc (40:60 to 20:80. Brown liquid (68%). MS (ESI): m/z=469.2 [M+H]+. Starting materials: ClC1=CC=C(C=N1)CNCCOC (N-[(6-chloropyridin-3-yl)methyl]-2-methoxyethanamine), O.NN (hydrazine hydrate). Product: N(N)C1=CC=C(C=N1)CNCCOC (N-[(6-Hydrazinopyridin-3-yl)methyl]-2-methoxyethanamine). Reaction SMILES: Cl[C:2]1[N:7]=[CH:6][C:5]([CH2:8][NH:9][CH2:10][CH2:11][O:12][CH3:13])=[CH:4][CH:3]=1.O.[NH2:15][NH2:16]>>[NH:15]([C:2]1[N:7]=[CH:6][C:5]([CH2:8][NH:9][CH2:10][CH2:11][O:12][CH3:13])=[CH:4][CH:3]=1)[NH2:16] |f:1.2|. Reported procedure: 3.6 g (17.7 mmol) of N-[(6-chloropyridin-3-yl)methyl]-2-methoxyethanamine [prepared analogously to WO 2004/081007] are initially charged in 4.3 ml (4.4 g, 88.5 mmol) of hydrazine hydrate and stirred at boiling point at a bath temperature of 150° C. for 16 h. The reaction solution is cooled and concentrated, and the residue is purified by column chromatography on silica gel (mobile phase: acetonitrile/water 9:1). Starting materials: 3D, C(C)(C)(C)OC(=O)N1C[C@H](CC1)O ((S)-3-hydroxypyrrolidine-1-carboxylic acid tert-butyl ester), NC1=NC=CC2=CC(=CC=C12)O (1-amino-6-hydroxyisoquinoline), 3C. Product: N1C[C@H](CC1)OC=1C=C2C=CN=C(C2=CC1)N ((S)-6-(pyrrolidin-3-yloxy)-isoquinolin-1-ylamine). Reaction SMILES: C(OC([N:8]1[CH2:12][CH2:11][C@H:10]([OH:13])[CH2:9]1)=O)(C)(C)C.[NH2:14][C:15]1[C:24]2[C:19](=[CH:20][C:21](O)=[CH:22][CH:23]=2)[CH:18]=[CH:17][N:16]=1>>[NH:8]1[CH2:12][CH2:11][C@H:10]([O:13][C:21]2[CH:20]=[C:19]3[C:24](=[CH:23][CH:22]=2)[C:15]([NH2:14])=[N:16][CH:17]=[CH:18]3)[CH2:9]1. Procedure: This compound was prepared from (S)-3-hydroxypyrrolidine-1-carboxylic acid tert-butyl ester (195 mg, 1.04 mmol) and 1-amino-6-hydroxyisoquinoline (200 mg, 1.25 mmol) by the Mitsunobu procedure described in 3C, subsequent Boc deprotection according to procedure described in 3D gave (S)-6-(pyrrolidin-3-yloxy)-isoquinolin-1-ylamine, El-MS: m/z=230.3 [M+H]+. The reactants are O=c1c(CBr)cn(-c2ccccc2)c2cc(Cl)ccc12, COc1cc2ncnc(N)c2cc1OC, [H-], [Na+], CN(C)C=O. The product is COc1cc2ncnc(NCc3cn(-c4ccccc4)c4cc(Cl)ccc4c3=O)c2cc1OC. Reaction SMILES: [Br:18][CH2:19][c:20]1[cH:21][n:22](-[c:32]2[cH:33][cH:34][cH:35][cH:36][cH:37]2)[c:23]2[cH:24][c:25]([Cl:31])[cH:26][cH:27][c:28]2[c:29]1=[O:30].[CH3:1][O:2][c:3]1[cH:4][c:5]2[c:6]([NH2:15])[n:7][cH:8][n:9][c:10]2[cH:11][c:12]1[O:13][CH3:14].[H-:16].[Na+:17].[O:38]=[CH:39][N:40]([CH3:41])[CH3:42]>>[CH3:1][O:2][c:3]1[cH:4][c:5]2[c:6]([NH:15][CH2:19][c:20]3[cH:21][n:22](-[c:32]4[cH:33][cH:34][cH:35][cH:36][cH:37]4)[c:23]4[cH:24][c:25]([Cl:31])[cH:26][cH:27][c:28]4[c:29]3=[O:30])[n:7][cH:8][n:9][c:10]2[cH:11][c:12]1[O:13][CH3:14]. Starting materials: Cl.C1CCC2=C(C=CC=C12)OC1CN(C1)C(C1=CC=CC=C1)C1=CC=CC=C1 (3-[(2,3-dihydro-1H-inden-4-yl)oxy]-1-(diphenylmethyl)-azetidine hydrochloride). Reagents/catalysts: [Pd] (palladium). Solvent: C(C)O (ethanol). Reaction conditions: time 16 hour. Product: Cl.C1CCC2=C(C=CC=C12)OC1CNC1 (3-[(2,3-dihydro-1H-inden-4-yl)oxy]-azetidine hydrochloride). Isolated yield 73.5%. Reaction SMILES: [ClH:1].[CH2:2]1[C:10]2[C:5](=[C:6]([O:11][CH:12]3[CH2:15][N:14](C(C4C=CC=CC=4)C4C=CC=CC=4)[CH2:13]3)[CH:7]=[CH:8][CH:9]=2)[CH2:4][CH2:3]1>C(O)C.[Pd]>[ClH:1].[CH2:2]1[C:10]2[C:5](=[C:6]([O:11][CH:12]3[CH2:13][NH:14][CH2:15]3)[CH:7]=[CH:8][CH:9]=2)[CH2:4][CH2:3]1 |f:0.1,4.5|. Procedure: To a suspension of 3 g of 3-[(2,3-dihydro-1H-inden-4-yl)oxy]-1-(diphenylmethyl)-azetidine hydrochloride in 250 ml ethanol were added 600 mg of palladium hydroxyde on carbon powder and the mixture was hydrogenated in a Parr apparatus at 60 psi during 16 hours. After removal of the catalyst and evaporation of the solvent in vacuo the residue was washed several times with diethyl ether and decanted to remove the diphenylmethane formed. The remaining solid was crystallized from ethanoudiethyl ether,...